This data is from the Open Reaction Database (ORD), a public repository of structured organic reaction records. The task is: describe an organic reaction: reactants, conditions, products, and yield Reactants: IC=1C=C(C=CC1)S (m-iodothiophenol), C1(=CC=C(C=C1)S(=O)(=O)OCC1N(CCC1)C(=O)OC(C)(C)C)C (N-(tert-butoxy carbonyl)-2-pyrrolidinylmethyl p-toluenesulfonate), [OH-].[K+] (KOH). The solvent is CCOC(=O)C (EtOAc), N1=CC=CC=C1 (pyridine). Reaction conditions: time 8 hour. Yields the product IC=1C=C(C=CC1)SCC1N(CCC1)C(=O)OC(C)(C)C ([N-(tert-butoxycarbonyl)-2-pyrrolidinyl]methyl 3-iodophenyl sulfide). The yield is 45.3%. As a reaction SMILES: [I:1][C:2]1[CH:3]=[C:4]([SH:8])[CH:5]=[CH:6][CH:7]=1.C1(C)C=CC(S(O[CH2:19][CH:20]2[CH2:24][CH2:23][CH2:22][N:21]2[C:25]([O:27][C:28]([CH3:31])([CH3:30])[CH3:29])=[O:26])(=O)=O)=CC=1.[OH-].[K+]>N1C=CC=CC=1.CCOC(C)=O>[I:1][C:2]1[CH:3]=[C:4]([S:8][CH2:19][CH:20]2[CH2:24][CH2:23][CH2:22][N:21]2[C:25]([O:27][C:28]([CH3:29])([CH3:31])[CH3:30])=[O:26])[CH:5]=[CH:6][CH:7]=1 |f:2.3|. Procedure: To a stirred mixture of m-iodothiophenol (2.67 g, 11.31 mmol) and N-(tert-butoxy carbonyl)-2-pyrrolidinylmethyl p-toluenesulfonate (3.34 g, 9.43 mmol) in pyridine (9.4 mL) was added 8 N KOH (1.77 mL). The resulting mixture was stirred at room temp overnight. The reaction mixture was diluted with EtOAc. The solution was washed with H2O, sat. NH4Cl solution, brine, and dried over Na2SO4. The organic layer was concentrated under a reduced pressure and the residue was chromatographed on silica-gel w... Starting materials: COC(=O)c1cc(Oc2ccc(-c3noc(C)n3)nc2)ccc1[N+](=O)[O-], CO, [Na+], C1CCOC1, [OH-], O=C(O)CC(O)(CC(=O)O)C(=O)O. Product: Cc1nc(-c2ccc(Oc3ccc([N+](=O)[O-])c(C(=O)O)c3)cn2)no1. RXN SMILES: [CH3:3][c:4]1[n:5][c:6](-[c:9]2[cH:10][cH:11][c:12]([O:15][c:16]3[cH:17][cH:18][c:19]([N+:26](=[O:27])[O-:28])[c:20]([C:21](=[O:22])[O:23][CH3:24])[cH:25]3)[cH:13][n:14]2)[n:7][o:8]1.[CH3:42][OH:43].[Na+:2].[O:44]1[CH2:45][CH2:46][CH2:47][CH2:48]1.[OH-:1].[OH:29][C:30]([CH2:31][C:32]([C:33](=[O:34])[OH:35])([CH2:36][C:37](=[O:38])[OH:39])[OH:40])=[O:41]>>[CH3:3][c:4]1[n:5][c:6](-[c:9]2[cH:10][cH:11][c:12]([O:15][c:16]3[cH:17][cH:18][c:19]([N+:26](=[O:27])[O-:28])[c:20]([C:21](=[O:22])[OH:23])[cH:25]3)[cH:13][n:14]2)[n:7][o:8]1. The reactants are Cl (hydrochloric acid), solution, CC1=C(C=C(C=C1)N1CCN(CCC1)C(=O)OC(C)(C)C)C(=O)NCC12CC3CC(CC(C1)C3)C2 (Hexahydro-4-[4-methyl-3-[[(tricyclo[3.3.1.13,7]dec-1-ylmethyl)amino]carbonyl]-phenyl]-1H-1,4-diazepine-1-carboxylic acid, 1,1-dimethylethyl ester). The solvent is O1CCOCC1 (dioxane), CO (methanol). Reaction conditions: time 14 hour. Yields the product Cl.ClC1=C(C(=O)NCC23CC4CC(CC(C2)C4)C3)C=C(C=C1)N1CCNCCC1 (2-Chloro-5-(hexahydro-1H-1,4-diazepin-1-yl)-N-(tricyclo[3.3.1.13,7]dec-1-ylmethyl)-benzamide, hydrochloride salt). As a reaction SMILES: C[C:2]1[CH:7]=[CH:6][C:5]([N:8]2[CH2:14][CH2:13][CH2:12][N:11](C(OC(C)(C)C)=O)[CH2:10][CH2:9]2)=[CH:4][C:3]=1[C:22]([NH:24][CH2:25][C:26]12[CH2:35][CH:30]3[CH2:31][CH:32]([CH2:34][CH:28]([CH2:29]3)[CH2:27]1)[CH2:33]2)=[O:23].[ClH:36]>CO.O1CCOCC1>[ClH:36].[Cl:36][C:2]1[CH:7]=[CH:6][C:5]([N:8]2[CH2:14][CH2:13][CH2:12][NH:11][CH2:10][CH2:9]2)=[CH:4][C:3]=1[C:22]([NH:24][CH2:25][C:26]12[CH2:33][CH:32]3[CH2:31][CH:30]([CH2:29][CH:28]([CH2:34]3)[CH2:27]1)[CH2:35]2)=[O:23] |f:4.5|. Procedure details: Hexahydro-4-[4-methyl-3-[[(tricyclo[3.3.1.13,7]dec-1-ylmethyl)amino]carbonyl]-phenyl]-1H-1,4-diazepine-1-carboxylic acid, 1,1-dimethylethyl ester (from Example 5c) was dissolved in methanol (5 ml) and hydrochloric acid (0.5 ml of a 4N solution in dioxane) was added. After stirring at room temperature for 14 h, the mixture was evaporated to ⅔ original volume under reduced pressure. Diethyl ether was gradually added to the solution and the resulting precipitate collected by filtration, washed with... The reactants are C1COCCO1, CO, [Cl-], I, [NH4+], COc1ccc2[nH]c(CCOc3ccc(C=C4SC(=O)NC4=O)cc3)cc2c1. The product is COc1ccc2[nH]c(CCOc3ccc(CC4SC(=O)NC4=O)cc3)cc2c1. Reaction SMILES: [CH2:1]1[O:2][CH2:3][CH2:4][O:5][CH2:6]1.[CH3:38][OH:39].[Cl-:36].[I:35].[NH4+:37].[O:7]=[C:8]1[S:9][C:10](=[CH:14][c:15]2[cH:16][cH:17][c:18]([O:19][CH2:20][CH2:21][c:22]3[nH:23][c:24]4[cH:25][cH:26][c:27]([O:31][CH3:32])[cH:28][c:29]4[cH:30]3)[cH:33][cH:34]2)[C:11](=[O:13])[NH:12]1>>[O:7]=[C:8]1[S:9][CH:10]([CH2:14][c:15]2[cH:16][cH:17][c:18]([O:19][CH2:20][CH2:21][c:22]3[nH:23][c:24]4[cH:25][cH:26][c:27]([O:31][CH3:32])[cH:28][c:29]4[cH:30]3)[cH:33][cH:34]2)[C:11](=[O:13])[NH:12]1.